The task is: describe an organic reaction: reactants, conditions, products, and yield. This data is from the Open Reaction Database (ORD), a public repository of structured organic reaction records. The reactants are NC1=C(C=C(C=C1)C1=NN(C2=NC=NC(=C21)N)[C@@H]2CC[C@H](CC2)N2CCN(CC2)C)F (trans-3-(4-Amino-3-fluorophenyl)-1-[4-(4-methylpiperazino)cyclohexyl]-1H-pyrazolo[3,4-d]pyrimidin-4-amine), COC=1C=C(C=CC1)N=C=O (3-methoxyphenylisocyanate). Solvent: N1=CC=CC=C1 (pyridine), N1=CC=CC=C1 (pyridine). Conditions: time 19 hour. The product is NC1=C2C(=NC=N1)N(N=C2C2=CC(=C(C=C2)NC(=O)NC2=CC(=CC=C2)OC)F)[C@@H]2CC[C@H](CC2)N2CCN(CC2)C (trans-N-(4-{4-amino-1-[4-(4-methylpiperazino)cyclohexyl]-1H-pyrazolo[3,4-d]pyrimidin-3-yl}-2-fluorophenyl)-N′-(3-methoxyphenyl)urea). The yield is 73.1%. As a reaction SMILES: [NH2:1][C:2]1[CH:7]=[CH:6][C:5]([C:8]2[C:16]3[C:11](=[N:12][CH:13]=[N:14][C:15]=3[NH2:17])[N:10]([C@H:18]3[CH2:23][CH2:22][C@H:21]([N:24]4[CH2:29][CH2:28][N:27]([CH3:30])[CH2:26][CH2:25]4)[CH2:20][CH2:19]3)[N:9]=2)=[CH:4][C:3]=1[F:31].[CH3:32][O:33][C:34]1[CH:35]=[C:36]([N:40]=[C:41]=[O:42])[CH:37]=[CH:38][CH:39]=1>N1C=CC=CC=1>[NH2:17][C:15]1[N:14]=[CH:13][N:12]=[C:11]2[N:10]([C@H:18]3[CH2:23][CH2:22][C@H:21]([N:24]4[CH2:25][CH2:26][N:27]([CH3:30])[CH2:28][CH2:29]4)[CH2:20][CH2:19]3)[N:9]=[C:8]([C:5]3[CH:6]=[CH:7][C:2]([NH:1][C:41]([NH:40][C:36]4[CH:37]=[CH:38][CH:39]=[C:34]([O:33][CH3:32])[CH:35]=4)=[O:42])=[C:3]([F:31])[CH:4]=3)[C:16]=12. Procedure: trans-3-(4-Amino-3-fluorophenyl)-1-[4-(4-methylpiperazino)cyclohexyl]-1H-pyrazolo[3,4-d]pyrimidin-4-amine (77 mg, 0.182 mmol) was suspended in pyridine (1 mL). A solution of 3-methoxyphenylisocyanate (30 mg, 0.200 mmol) in pyridine (1 mL) was added to the reaction mixture and stirring was continued for 19 hours. The reaction mixture was concentrated under reduced pressure to yield the crude product as a pale yellow oil (149 mg). The crude material was purified on RP-HPLC (Waters PrepLC 4000, flo... Reactants: C([O-])([O-])=O.[K+].[K+] (potassium carbonate), BrCC=1C=NC=CC1C(F)(F)F (3-(bromomethyl)-4-(trifluoromethyl)pyridine), CC1=CC(=NC(=N1)S)O (6-methyl-2-sulfanylpyrimidin-4-ol). The solvent is CN(C)C=O (DMF), CN(C)C=O (DMF). Run at time 8 hour. Yields the product CC1=CC(=NC(=N1)SCC=1C=NC=CC1C(F)(F)F)O (6-methyl-2-({[4-(trifluoromethyl)pyridin-3-yl]methyl}sulfanyl)pyrimidin-4-ol). The yield is 27.6%. Reaction SMILES: [CH3:1][C:2]1[N:7]=[C:6]([SH:8])[N:5]=[C:4]([OH:9])[CH:3]=1.C(=O)([O-])[O-].[K+].[K+].Br[CH2:17][C:18]1[CH:19]=[N:20][CH:21]=[CH:22][C:23]=1[C:24]([F:27])([F:26])[F:25]>CN(C=O)C>[CH3:1][C:2]1[N:7]=[C:6]([S:8][CH2:17][C:18]2[CH:19]=[N:20][CH:21]=[CH:22][C:23]=2[C:24]([F:27])([F:25])[F:26])[N:5]=[C:4]([OH:9])[CH:3]=1 |f:1.2.3|. Reported procedure: 6-methyl-2-sulfanylpyrimidin-4-ol (604 mg, 4.2 mmol) was dissolved in anhydrous DMF (30 mL), and then potassium carbonate (1.76 g, 12.8 mmol) and 3-(bromomethyl)-4-(trifluoromethyl)pyridine (5.5 mmol) in DMF (10 mL) were added. The mixture was stirred overnight at room temperature. The solid was removed by filtration and washed with methanol, and the filtrate was evaporated. The residue was dissolved in DCM/MeOH and purified on silica gel using 12% DCM/MeOH to afford 6-methyl-2-({[4-(trifluorome... Reactants: O=C(O)c1cccc2c(Br)cccc12, C1CCOC1, CNOC, CC(C)COC(=O)Cl, Cl, O. The product is CON(C)C(=O)c1cccc2c(Br)cccc12. As a reaction SMILES: [Br:1][c:2]1[c:3]2[cH:4][cH:5][cH:6][c:7]([C:12](=[O:13])[OH:14])[c:8]2[cH:9][cH:10][cH:11]1.[CH2:28]1[O:29][CH2:30][CH2:31][CH2:32]1.[CH3:24][NH:25][O:26][CH3:27].[Cl:15][C:16]([O:17][CH2:18][CH:19]([CH3:20])[CH3:21])=[O:22].[ClH:23].[OH2:33]>>[Br:1][c:2]1[c:3]2[cH:4][cH:5][cH:6][c:7]([C:12](=[O:14])[N:25]([CH3:24])[O:26][CH3:27])[c:8]2[cH:9][cH:10][cH:11]1. Reactants: BrC1=C(C=C(C=C1)OC)F (4-bromo-3-fluoroanisole), B(OC)(OC)OC (trimethyl borate), [Mg] (magnesium), Cl (hydrochloric acid). Solvent: C1CCOC1 (THF), C1CCOC1 (THF), C1CCOC1 (THF), C1(=CC=CC=C1)C (Toluene). Run at temperature 5 celsius, time 1 hour. Yields the product FC1=C(C=CC(=C1)OC)OB(O)O (2-fluoro-4-methoxyphenylboric acid). Isolated yield 96.7%. RXN SMILES: [Mg].Br[C:3]1[CH:8]=[CH:7][C:6]([O:9][CH3:10])=[CH:5][C:4]=1[F:11].[B:12]([O:17]C)([O:15]C)[O:13]C.Cl>C1COCC1.C1(C)C=CC=CC=1>[F:11][C:4]1[CH:5]=[C:6]([O:9][CH3:10])[CH:7]=[CH:8][C:3]=1[O:13][B:12]([OH:17])[OH:15]. Procedure: In a nitrogen atmosphere, metal magnesium (3.9 g) was suspended in THF (5 mL), a solution prepared by dissolving 4-bromo-3-fluoroanisole (30 g) in THF (150 mL) was added at a rate at which the solution was gently refluxed, and stirring was performed at 40° C. for one hour. Subsequently, the reaction liquid was cooled to 5° C. After a solution prepared by dissolving trimethyl borate (19.8 g) in THF (60 mL) was added thereto, stirring was performed at room temperature for one hour. Toluene (150 mL... Starting materials: C(C)OCC (ethyl-ether), C(=O)(C(F)(F)F)O (TFA), N([C@@H]([C@H](O)C)C(=O)N[C@@H](CSCC1=CC=C(C)C=C1)C(=O)N[C@@H]([C@H](O)C)CO)C(=O)OC(C)(C)C (BOC-Thr-Cys(MBzl)-Thr-ol), C1(=CC=CC=C1)SC (thioanisole). The solvent is C(Cl)Cl (methylene chloride). Reaction conditions: temperature 0 celsius, time 20 minute. The product is N[C@@H]([C@H](O)C)C(=O)N[C@@H](CSCC1=CC=C(C)C=C1)C(=O)N[C@@H]([C@H](O)C)CO.FC(F)(F)C(=O)O (H-Thr-Cys(MBzl)-Thr-ol trifluoroacetate). Reaction SMILES: [C:1]([OH:7])([C:3]([F:6])([F:5])[F:4])=[O:2].[NH:8](C(OC(C)(C)C)=O)[C@H:9]([C:13]([NH:15][C@H:16]([C:27]([NH:29][C@H:30]([CH2:34][OH:35])[C@@H:31]([CH3:33])[OH:32])=[O:28])[CH2:17][S:18][CH2:19][C:20]1[CH:26]=[CH:25][C:23]([CH3:24])=[CH:22][CH:21]=1)=[O:14])[C@@H:10]([CH3:12])[OH:11].C1(SC)C=CC=CC=1.C(OCC)C>C(Cl)Cl>[NH2:8][C@H:9]([C:13]([NH:15][C@H:16]([C:27]([NH:29][C@H:30]([CH2:34][OH:35])[C@@H:31]([CH3:33])[OH:32])=[O:28])[CH2:17][S:18][CH2:19][C:20]1[CH:21]=[CH:22][C:23]([CH3:24])=[CH:25][CH:26]=1)=[O:14])[C@@H:10]([CH3:12])[OH:11].[F:4][C:3]([C:1]([OH:7])=[O:2])([F:6])[F:5] |f:5.6|. Procedure: 150 ml TFA are added to a solution of 16 g BOC-Thr-Cys(MBzl)-Thr-ol and 17 ml thioanisole in 100 ml methylene chloride pre-cooled to 0° C. The whole is allowed to stand for 20 minutes at room temperature and stirred into ethyl-ether. The precipitated product is filtered off, washed with ethyl-ether and dried to yield the title compound: Reactants: [H-].[H-].[H-].[H-].[Li+].[Al+3] (LiAlH4), CC(C)(C)OC (MTBE), COC1=NC(=CC(=C1C#N)C)C (2-methoxy-4,6-dimethylpyridine-3-carbonitrile). Solvent: CC(C)(C)OC.C1CCOC1 (MTBE THF). Yields the product COC1=NC(=CC(=C1CN)C)C (1-(2-methoxy-4,6-dimethylpyridin-3-yl)methanamine). RXN SMILES: [H-].[H-].[H-].[H-].[Li+].[Al+3].CC(OC)(C)C.[CH3:13][O:14][C:15]1[C:20]([C:21]#[N:22])=[C:19]([CH3:23])[CH:18]=[C:17]([CH3:24])[N:16]=1>CC(OC)(C)C.C1COCC1>[CH3:13][O:14][C:15]1[C:20]([CH2:21][NH2:22])=[C:19]([CH3:23])[CH:18]=[C:17]([CH3:24])[N:16]=1 |f:0.1.2.3.4.5,8.9|. Procedure details: LiAlH4 (48.0 g, 1.27 mol) was added into MTBE (600 mL) portion-wise at room temperature. To the suspension was added 2-methoxy-4,6-dimethylpyridine-3-carbonitrile (Cpd S, 103 g, 0.636 mol) in MTBE/THF (1:1, 600 mL) portion-wise. The reaction mixture was stirred at room temperature for an hour then quenched with water (75 mL). The precipitate was collected by filtration and the solids washed with THF (3×100 mL). The filtrate was concentrated under vacuum to give the 1-(2-methoxy-4,6-dimethylpyrid... Reactants: COC(C1=CC=C(C=C1)OCF)=O (4-Fluoromethoxy-benzoic acid methyl ester), O.NN (hydrazine monohydrate). Run in C(C)O (ethanol). Product: FCOC1=CC=C(C(=O)NN)C=C1 (4-Fluoromethoxy-benzoic acid hydrazide). Yield: 1010.6%. As a reaction SMILES: C[O:2][C:3](=O)[C:4]1[CH:9]=[CH:8][C:7]([O:10][CH2:11][F:12])=[CH:6][CH:5]=1.O.[NH2:15][NH2:16]>C(O)C>[F:12][CH2:11][O:10][C:7]1[CH:8]=[CH:9][C:4]([C:3]([NH:15][NH2:16])=[O:2])=[CH:5][CH:6]=1 |f:1.2|. Procedure details: 4-Fluoromethoxy-benzoic acid methyl ester (573 mg, 0.31 mmol) was dissolved in ethanol (10 ml) and heated under reflux with hydrazine monohydrate (0.8 ml, 1.55 mmol, 5 eq.) for 60 hrs. The volatiles were completely evaporated and the product was dried overnight under high vacuum at 40° C., to afford the title compound (577 mg, 100% yield) as a light brown solid. MS: m/e=184 (M+). The reactants are N1CCOCC1 (Morpholine), ClCC(=O)OC\1C(CCC(CC(=O)OC(C(/C=C1)C)\C(=C\C=C\C(CC1C(C(C(CC)OC(C)OCC)C)O1)C)\C)OC(C)OCC)(C)OC(C)OCC ((8E,12E,14E)-7-chloroacetoxy-3,6,21-tri(1-ethoxyethoxy)-6,10,12,16,20-pentamethyl-18,19-epoxytricosa-8,12,14-trien-11-olide), C(C)(=O)OCC (Ethyl acetate), O (water). Run in CN(C=O)C (N,N-dimethylformamide). Reaction conditions: temperature 60 celsius, time 1 hour. Product: C(C)OC(C)OC1CC(=O)OC(C(/C=C/C(C(CC1)(C)OC(C)OCC)OC(CN1CCOCC1)=O)C)\C(=C\C=C\C(CC1C(C(C(CC)OC(C)OCC)C)O1)C)\C ((8E,12E,14E)-3,6,21-Tri(1-ethoxyethoxy)-7-(morpholin-4-yl)acetoxy-6,10,12,16,20-pentamethyl-18,19-epoxytricosa-8,12,14-trien-11-olide). The yield is 84.6%. Reaction SMILES: [NH:1]1[CH2:6][CH2:5][O:4][CH2:3][CH2:2]1.Cl[CH2:8][C:9]([O:11][CH:12]1[C:13]([O:55][CH:56]([O:58][CH2:59][CH3:60])[CH3:57])([CH3:54])[CH2:14][CH2:15][CH:16]([O:48][CH:49]([O:51][CH2:52][CH3:53])[CH3:50])[CH2:17][C:18]([O:20][CH:21](/[C:26](/[CH3:47])=[CH:27]/[CH:28]=[CH:29]/[CH:30]([CH3:46])[CH2:31][CH:32]2[O:45][CH:33]2[CH:34]([CH3:44])[CH:35]([O:38][CH:39]([O:41][CH2:42][CH3:43])[CH3:40])[CH2:36][CH3:37])[CH:22]([CH3:25])[CH:23]=[CH:24]1)=[O:19])=[O:10].C(OCC)(=O)C.O>CN(C)C=O>[CH2:52]([O:51][CH:49]([O:48][CH:16]1[CH2:15][CH2:14][C:13]([O:55][CH:56]([O:58][CH2:59][CH3:60])[CH3:57])([CH3:54])[CH:12]([O:11][C:9](=[O:10])[CH2:8][N:1]2[CH2:6][CH2:5][O:4][CH2:3][CH2:2]2)[CH:24]=[CH:23][CH:22]([CH3:25])[CH:21](/[C:26](/[CH3:47])=[CH:27]/[CH:28]=[CH:29]/[CH:30]([CH3:46])[CH2:31][CH:32]2[O:45][CH:33]2[CH:34]([CH3:44])[CH:35]([O:38][CH:39]([O:41][CH2:42][CH3:43])[CH3:40])[CH2:36][CH3:37])[O:20][C:18](=[O:19])[CH2:17]1)[CH3:50])[CH3:53]. Procedure: Morpholine (9 mg, 0.103 mmol) was added to a solution of (8E,12E,14E)-7-chloroacetoxy-3,6,21-tri(1-ethoxyethoxy)-6,10,12,16,20-pentamethyl-18,19-epoxytricosa-8,12,14-trien-11-olide (8.1 mg, 10.3 μmol) in N,N-dimethylformamide (1 mL) at room temperature, followed by stirring at 60° C. for one hour. Ethyl acetate and water were added to the reaction solution, and the mixture was extracted with ethyl acetate, and the organic layer was washed with water. The resulting organic layer was dried over an... Reactants: C(C=C)C=1C=C(C=CC1OCC1=NC2=CC=CC=C2C=C1)CC(=O)OC (Methyl 2-[3-allyl-4-(quinolin-2-yl-methoxy)phenyl]acetate), [H][H] (hydrogen). Reagents/catalysts: [Pd] (Pd/C). The product is C(CC)C=1C=C(C=CC1OCC1=NC2=CC=CC=C2C=C1)CC(=O)OC (Methyl 2-[3-propyl-4-(quinolin-2-yl-methoxy)phenyl]acetate). RXN SMILES: [CH2:1]([C:4]1[CH:5]=[C:6]([CH2:22][C:23]([O:25][CH3:26])=[O:24])[CH:7]=[CH:8][C:9]=1[O:10][CH2:11][C:12]1[CH:21]=[CH:20][C:19]2[C:14](=[CH:15][CH:16]=[CH:17][CH:18]=2)[N:13]=1)[CH:2]=[CH2:3].[H][H]>[Pd]>[CH2:1]([C:4]1[CH:5]=[C:6]([CH2:22][C:23]([O:25][CH3:26])=[O:24])[CH:7]=[CH:8][C:9]=1[O:10][CH2:11][C:12]1[CH:21]=[CH:20][C:19]2[C:14](=[CH:15][CH:16]=[CH:17][CH:18]=2)[N:13]=1)[CH2:2][CH3:3]. Procedure: In analogy to the procedure of Example XXXIV, the title compound is prepared from 7.5 g (0.0225 mol) of the compound from Example XXXVII and 0.8 g of Pd/C (5%) using hydrogen. Reactants: C1(CC1)C1=C(N=C(O1)COC)CC(=O)OCC (ethyl [5-cyclopropyl-2-(methoxymethyl)-1,3-oxazol-4-yl]acetate), Cl (HCl). Solvent: [OH-].[K+] (KOH). Reaction conditions: temperature 75 celsius, time 18 hour. The product is C1(CC1)C1=C(N=C(O1)COC)CC(=O)O ([5-Cyclopropyl-2-(methoxymethyl)-1,3-oxazol-4-yl]acetic Acid). As a reaction SMILES: [CH:1]1([C:4]2[O:8][C:7]([CH2:9][O:10][CH3:11])=[N:6][C:5]=2[CH2:12][C:13]([O:15]CC)=[O:14])[CH2:3][CH2:2]1.Cl>[OH-].[K+]>[CH:1]1([C:4]2[O:8][C:7]([CH2:9][O:10][CH3:11])=[N:6][C:5]=2[CH2:12][C:13]([OH:15])=[O:14])[CH2:2][CH2:3]1 |f:2.3|. Procedure: A mixture of ethyl [5-cyclopropyl-2-(methoxymethyl)-1,3-oxazol-4-yl]acetate (Preparation 120, 23.9 g, 0.1 mol) in 10% KOH (100 mL) was stirred at 75° C. for 18 hours. The reaction was cooled and acidified with 10% HCl to pH 3, and extracted with chloroform (3×100 mL). The organic extract was dried over Na2SO4 and concentrated in vacuo. The residue was dissolved in ether and crystallized in a refrigerator at −20° C. The precipitated crystals were separated by filtration, washed with cold ether, a...